From a dataset of the Open Reaction Database (ORD), a public repository of structured organic reaction records. describe an organic reaction: reactants, conditions, products, and yield Starting materials: example 1 ( b ), CS(=O)(=O)C=1C=CC(=C(C(=O)O)C1)O[C@@H](C(F)(F)F)C (5-methanesulfonyl-2-((R)-2,2,2-trifluoro-1-methyl-ethoxy)-benzoic acid), Cl.FC(CC1=CN=C(S1)N1CCNCC1)(F)F (1-[5-(2,2,2-trifluoro-ethyl)-thiazol-2-yl]-piperazine hydrochloride). The product is CS(=O)(=O)C=1C=CC(=C(C1)C(=O)N1CCN(CC1)C=1SC(=CN1)CC(F)(F)F)O[C@@H](C(F)(F)F)C ([5-Methanesulfonyl-2-((R)-2,2,2-trifluoro-1-methyl-ethoxy)-phenyl]-{4-[5-(2,2,2-trifluoro-ethyl)-thiazol-2-yl]-piperazin-1-yl}-methanone). The yield is 41.0%. Reaction SMILES: [CH3:1][S:2]([C:5]1[CH:6]=[CH:7][C:8]([O:14][C@H:15]([CH3:20])[C:16]([F:19])([F:18])[F:17])=[C:9]([CH:13]=1)[C:10]([OH:12])=O)(=[O:4])=[O:3].Cl.[F:22][C:23]([F:37])([F:36])[CH2:24][C:25]1[S:29][C:28]([N:30]2[CH2:35][CH2:34][NH:33][CH2:32][CH2:31]2)=[N:27][CH:26]=1>>[CH3:1][S:2]([C:5]1[CH:6]=[CH:7][C:8]([O:14][C@H:15]([CH3:20])[C:16]([F:19])([F:18])[F:17])=[C:9]([C:10]([N:33]2[CH2:34][CH2:35][N:30]([C:28]3[S:29][C:25]([CH2:24][C:23]([F:37])([F:22])[F:36])=[CH:26][N:27]=3)[CH2:31][CH2:32]2)=[O:12])[CH:13]=1)(=[O:3])=[O:4] |f:1.2|. Procedure details: Prepared in analogy to example 1 (b) from 5-methanesulfonyl-2-((R)-2,2,2-trifluoro-1-methyl-ethoxy)-benzoic acid (Example A16) and 1-[5-(2,2,2-trifluoro-ethyl)-thiazol-2-yl]-piperazine hydrochloride (Example 69(e)). The crude material was purified by chromatography (SiO2, methanol/dichloromethane) to yield the title compound as a white crystalline solid (yield 41%). MS (m/e): 546.3 (M+H+, 100%). The reactants are CC1(OCC(O1)CON)C (O-((2,2-dimethyl-1,3-dioxolan-4-yl)methyl)hydroxylamine), [NH4+].[Cl-] (NH4Cl), FC1=C(C(=CC2=C1N=CS2)C(=O)O)NC2=C(C=C(C=C2)I)F (4-fluoro-5-((2-fluoro-4-iodophenyl)amino)benzo[d]thiazole-6-carboxylic acid), C=1C=CC2=C(C1)N=NN2O (HOBt), CCN=C=NCCCN(C)C (EDCI). Run in C(Cl)Cl (CH2Cl2). Run at time 1 hour. The product is CC1(OCC(O1)CONC(=O)C1=CC2=C(N=CS2)C(=C1NC1=C(C=C(C=C1)I)F)F)C (N-((2,2-dimethyl-1,3-dioxolan-4-yl)methoxy)-4-fluoro-5-((2-fluoro-4-iodophenyl)amino)benzo[d]thiazole-6-carboxamide). Reaction SMILES: [F:1][C:2]1[C:7]2[N:8]=[CH:9][S:10][C:6]=2[CH:5]=[C:4]([C:11](O)=[O:12])[C:3]=1[NH:14][C:15]1[CH:20]=[CH:19][C:18]([I:21])=[CH:17][C:16]=1[F:22].C1C=CC2N(O)N=NC=2C=1.CCN=C=NCCCN(C)C.[CH3:44][C:45]1([CH3:53])[O:49][CH:48]([CH2:50][O:51][NH2:52])[CH2:47][O:46]1.[NH4+].[Cl-]>C(Cl)Cl>[CH3:44][C:45]1([CH3:53])[O:49][CH:48]([CH2:50][O:51][NH:52][C:11]([C:4]2[C:3]([NH:14][C:15]3[CH:20]=[CH:19][C:18]([I:21])=[CH:17][C:16]=3[F:22])=[C:2]([F:1])[C:7]3[N:8]=[CH:9][S:10][C:6]=3[CH:5]=2)=[O:12])[CH2:47][O:46]1 |f:4.5|. Procedure: To a solution of 4-fluoro-5-((2-fluoro-4-iodophenyl)amino)benzo[d]thiazole-6-carboxylic acid (519 mg, 1.20 mmol) in CH2Cl2 (10 mL) was added HOBt (254 mg, 1.63 mmol) followed by EDCI (314 mg, 1.63 mmol). The mixture was stirred for 1 h and O-((2,2-dimethyl-1,3-dioxolan-4-yl)methyl)hydroxylamine (238 mg, 1.62 mmol) was added. After stirring for 4 h at ambient temperature, the reaction was treated with saturated NH4Cl (aq.). The resultant mixture was extracted with CH2Cl2 (30 mL×3). The combined o... Reactants: C(#N)[Cu], c1(c(cc(c(c1)C)C=O)F)Br. The reagents and catalysts are c1ccc(cc1)-c2c3ccccc3cc4ccccc24 (9-Phenylanthracene), Pd(OAc)2/Only, C(O[Pd]OC(C)=O)(C)=O (Pd(OAc)2). Run in CS(=O)C (DMSO). Reaction conditions: temperature 100 celsius, time 18 hour. Product: Cc1cc(Br)c(F)cc1C=O. RXN SMILES: [Cu]C#N.[CH3:1][c:2]1[c:9]([CH:10]=[O:11])[cH:8][c:6]([F:7])[c:4]([Br:5])[cH:3]1>>[CH3:1][c:2]1[c:9]([CH:10]=[O:11])[cH:8][c:6]([F:7])[c:4]([Br:5])[cH:3]1. The reactants are CCOC(=O)C(O)CC(C)(C)c1ccc(F)c(OC)c1, ClCCl. Yields the product CCOC(=O)C(=O)CC(C)(C)c1ccc(F)c(OC)c1. As a reaction SMILES: [CH2:1]([CH3:2])[O:3][C:4]([CH:5]([CH2:6][C:7]([CH3:8])([CH3:9])[c:10]1[cH:11][c:12]([O:17][CH3:18])[c:13]([F:16])[cH:14][cH:15]1)[OH:19])=[O:20].[Cl:21][CH2:22][Cl:23]>>[CH2:1]([CH3:2])[O:3][C:4]([C:5]([CH2:6][C:7]([CH3:8])([CH3:9])[c:10]1[cH:11][c:12]([O:17][CH3:18])[c:13]([F:16])[cH:14][cH:15]1)=[O:19])=[O:20].